From a dataset of the Open Reaction Database (ORD), a public repository of structured organic reaction records. describe an organic reaction: reactants, conditions, products, and yield Starting materials: COC1=CC=C(C=C1)N1N=C(C(=C1)C)C=O (1-(4-methoxyphenyl)-4-methyl-1H-pyrazole-3-carbaldehyde), COC1=CC=C(C=C1)N1N=C(C(=C1)C)C=O (1-(4-methoxyphenyl)-4-methyl-1H-pyrazole-3-carbaldehyde), C1(CCCCC1)[Mg]Br (cyclohexylmagnesium bromide). The solvent is O1CCCC1 (tetrahydrofuran). Run at time 15 minute. The product is C1(CCCCC1)C(O)C1=NN(C=C1C)C1=CC=C(C=C1)OC (cyclohexyl[1-(4-methoxyphenyl)-4-methyl-1H-pyrazol-3-yl]methanol). Yield: 53.0%. RXN SMILES: [CH3:1][O:2][C:3]1[CH:8]=[CH:7][C:6]([N:9]2[CH:13]=[C:12]([CH3:14])[C:11]([CH:15]=[O:16])=[N:10]2)=[CH:5][CH:4]=1.[CH:17]1([Mg]Br)[CH2:22][CH2:21][CH2:20][CH2:19][CH2:18]1>O1CCCC1>[CH:17]1([CH:15]([C:11]2[C:12]([CH3:14])=[CH:13][N:9]([C:6]3[CH:5]=[CH:4][C:3]([O:2][CH3:1])=[CH:8][CH:7]=3)[N:10]=2)[OH:16])[CH2:22][CH2:21][CH2:20][CH2:19][CH2:18]1. Reported procedure: To a solution (10 mL) of 1-(4-methoxyphenyl)-4-methyl-1H-pyrazole-3-carbaldehyde (0.96 g) synthesized in the above-mentioned (2) in tetrahydrofuran was added dropwise under ice-cooling cyclohexylmagnesium bromide (6.0 mL, 1M tetrahydrofuran solution). After the completion of the dropwise addition, the ice bath was removed, and the mixture was stirred at room temperature for 15 min. To the reaction mixture was added aqueous ammonium chloride solution, and the mixture was extracted with ethyl acet...